Dataset: the Open Reaction Database (ORD), a public repository of structured organic reaction records. Task: describe an organic reaction: reactants, conditions, products, and yield The reactants are O(C1=CC=CC=C1)CCOC1=CC=CC=C1 (1,2-diphenoxyethane), Cl (hydrogen chloride), C1(=CC(=CC=C1)C(=O)Cl)C (m-toluoyl chloride), [Cl-].[Al+3].[Cl-].[Cl-] (aluminum chloride), C1(=CC(=CC=C1)C(=O)Cl)C (m-toluoyl chloride), ice. Run in ClCCCl (1,2-dichloroethane). Product: CC=1C=C(C(=O)C2=CC=C(OCCOC3=CC=C(C=C3)C(C3=CC(=CC=C3)C)=O)C=C2)C=CC1 (1,2-bis[4-(3-methylbenzoyl)-phenoxy]ethane). As a reaction SMILES: [Cl-].[Al+3].[Cl-].[Cl-].[O:5]([CH2:12][CH2:13][O:14][C:15]1[CH:20]=[CH:19][CH:18]=[CH:17][CH:16]=1)[C:6]1[CH:11]=[CH:10][CH:9]=[CH:8][CH:7]=1.[C:21]1([CH3:30])[CH:26]=[CH:25][CH:24]=[C:23]([C:27](Cl)=[O:28])[CH:22]=1.Cl>ClCCCl>[CH3:30][C:21]1[CH:22]=[C:23]([CH:24]=[CH:25][CH:26]=1)[C:27]([C:9]1[CH:8]=[CH:7][C:6]([O:5][CH2:12][CH2:13][O:14][C:15]2[CH:16]=[CH:17][C:18]([C:27](=[O:28])[C:23]3[CH:24]=[CH:25][CH:26]=[C:21]([CH3:30])[CH:22]=3)=[CH:19][CH:20]=2)=[CH:11][CH:10]=1)=[O:28] |f:0.1.2.3|. Reported procedure: To a stirred suspension of anhydrous aluminum chloride (24 g) in 300 ml dry 1,2-dichloroethane is added 1,2-diphenoxyethane (17.8 g, 0.083 mole) at room temperature. To this mixture is added over a period of 30 minutes m-toluoyl chloride (27 g, 0.17 mole). The temperature of the reaction rises to 40° (all temperatures are Centigrade) and hydrogen chloride gas evolves from the mixture. Following the addition of the m-toluoyl chloride the reaction is externally heated to 65° plus or minus 3°. This... The reactants are COC(C=CCC1(CCCCC1)C=O)=O (4-(1-formyl-cyclohexyl)-but-2-enoic acid methyl ester), C(C)[SiH](CC)CC (triethylsilane), C([O-])(O)=O.[Na+] (sodium bicarbonate). Reagents/catalysts: [Rh]Cl.C1(=CC=CC=C1)P(C1=CC=CC=C1)C1=CC=CC=C1.C1(=CC=CC=C1)P(C1=CC=CC=C1)C1=CC=CC=C1.C1(=CC=CC=C1)P(C1=CC=CC=C1)C1=CC=CC=C1 (tris(triphenylphosphine) rhodium(I) chloride). The solvent is C1(=CC=CC=C1)C (toluene). Conditions: temperature 55 celsius, time 27 hour. Product: COC(=O)C1C(C2(CC1)CCCCC2)O[Si](CC)(CC)CC (1-triethylsiloxy-spiro[4.5]decane-2-carboxylic acid methyl ester). Reaction SMILES: [CH3:1][O:2][C:3](=[O:15])[CH:4]=[CH:5][CH2:6][C:7]1([CH:13]=[O:14])[CH2:12][CH2:11][CH2:10][CH2:9][CH2:8]1.[CH2:16]([SiH:18]([CH2:21][CH3:22])[CH2:19][CH3:20])[CH3:17].C(=O)(O)[O-].[Na+]>C1(C)C=CC=CC=1.[Rh]Cl.C1(P(C2C=CC=CC=2)C2C=CC=CC=2)C=CC=CC=1.C1(P(C2C=CC=CC=2)C2C=CC=CC=2)C=CC=CC=1.C1(P(C2C=CC=CC=2)C2C=CC=CC=2)C=CC=CC=1>[CH3:1][O:2][C:3]([CH:4]1[CH2:5][CH2:6][C:7]2([CH2:12][CH2:11][CH2:10][CH2:9][CH2:8]2)[CH:13]1[O:14][Si:18]([CH2:21][CH3:22])([CH2:19][CH3:20])[CH2:16][CH3:17])=[O:15] |f:2.3,5.6.7.8|. Procedure details: To a solution of 4-(1-formyl-cyclohexyl)-but-2-enoic acid methyl ester (3.7 g) obtained in Step 1 and tris(triphenylphosphine) rhodium(I) chloride (163 mg) in toluene (80 mL) was added dropwise triethylsilane (5.9 mL) under argon atmosphere over 10 minutes, followed by stirring the reaction mixture at 55° C. for 27 hours. After cooling down to room temperature and adding aqueous sodium bicarbonate solution, the reaction mixture was extracted with ethyl acetate. The organic layer was washed with ... Reactants: Cc1ncccc1Oc1ccc(N(C)C(=O)c2cn(C(=O)OC(C)(C)C)c3ccccc23)cn1, C1CCOC1, CI, [H-], [Na+]. Product: Cc1ncccc1Oc1ccc(N(C)C(=O)c2cn(C)c3ccccc23)cn1. As a reaction SMILES: [C:1]([O:2][C:6](=[O:3])[n:8]1[cH:9][c:10]([C:17]([N:18]([c:19]2[cH:20][n:21][c:22]([O:25][c:26]3[c:27]([CH3:32])[n:28][cH:29][cH:30][cH:31]3)[cH:23][cH:24]2)[CH3:33])=[O:34])[c:11]2[cH:12][cH:13][cH:14][cH:15][c:16]12)([CH3:4])([CH3:5])[CH3:7].[CH2:39]1[O:40][CH2:41][CH2:42][CH2:43]1.[CH3:37][I:38].[H-:36].[Na+:35]>>[CH3:6][n:8]1[cH:9][c:10]([C:17]([N:18]([c:19]2[cH:20][n:21][c:22]([O:25][c:26]3[c:27]([CH3:32])[n:28][cH:29][cH:30][cH:31]3)[cH:23][cH:24]2)[CH3:33])=[O:34])[c:11]2[cH:12][cH:13][cH:14][cH:15][c:16]12. Yields the product FC1=CC=C(C=C1)C1=CC=C(C=C1)S(=O)(=O)N(CCC(=O)O)C1(CCCC1)C(NO)=O (3-[(4'-fluorobiphenyl-4-sulfonyl)-(1-hydroxycarbamoyl-cyclopentyl)amino]propionic acid). Solvent: CO (methanol). As a reaction SMILES: C[O:2][C:3](=[O:32])[CH2:4][CH2:5][N:6]([S:16]([C:19]1[CH:24]=[CH:23][C:22]([C:25]2[CH:30]=[CH:29][C:28]([F:31])=[CH:27][CH:26]=2)=[CH:21][CH:20]=1)(=[O:18])=[O:17])[C:7]1([C:12](=[O:15])[NH:13][OH:14])[CH2:11][CH2:10][CH2:9][CH2:8]1.[OH-].[Na+]>CO>[F:31][C:28]1[CH:29]=[CH:30][C:25]([C:22]2[CH:21]=[CH:20][C:19]([S:16]([N:6]([C:7]3([C:12](=[O:15])[NH:13][OH:14])[CH2:11][CH2:10][CH2:9][CH2:8]3)[CH2:5][CH2:4][C:3]([OH:32])=[O:2])(=[O:17])=[O:18])=[CH:24][CH:23]=2)=[CH:26][CH:27]=1 |f:1.2|. Starting materials: COC(CCN(C1(CCCC1)C(NO)=O)S(=O)(=O)C1=CC=C(C=C1)C1=CC=C(C=C1)F)=O (3-[(4'-fluorobiphenyl-4-sulfonyl)-(1-hydroxycarbamoylcyclopentyl)amino]-propionic acid methyl ester), [OH-].[Na+] (sodium hydroxide). Run at time 5.5 hour. Procedure details: A solution of 3-[(4'-fluorobiphenyl-4-sulfonyl)-(1-hydroxycarbamoylcyclopentyl)amino]-propionic acid methyl ester (8.9 grams, 19.2 mmole) in methanol (500 mL) was treated with aqueous 1 N sodium hydroxide solution (95 mL, 95 mmole) and stirred at room temperature for 5.5 hours. The mixture was concentrated to remove methanol, diluted with water, acidified with 6 N aqueous hydrochloric acid solution and extracted with ethyl acetate. After washing with water and brine the organic extract was dried... The reactants are Cc1ccc(C(C)N)cc1, CO, O=Cc1ccccc1, [H][H]. Yields the product Cc1ccc(C(C)NCc2ccccc2)cc1. Reaction SMILES: [CH3:1][c:2]1[cH:3][cH:4][c:5]([CH:8]([CH3:9])[NH2:10])[cH:6][cH:7]1.[CH3:21][OH:22].[CH:11](=[O:12])[c:13]1[cH:14][cH:15][cH:16][cH:17][cH:18]1.[H:19][H:20]>>[CH3:1][c:2]1[cH:3][cH:4][c:5]([CH:8]([CH3:9])[NH:10][CH2:11][c:13]2[cH:14][cH:15][cH:16][cH:17][cH:18]2)[cH:6][cH:7]1.